Dataset: the Open Reaction Database (ORD), a public repository of structured organic reaction records. Task: describe an organic reaction: reactants, conditions, products, and yield Reactants: COCC1CC(C(=O)O)N(C(=O)OC(C)(C)C)C1, O=C([O-])[O-], CC1CCC(C(=O)OCC(=O)c2ccc3c(c2)COc2cc4c(cc2-3)CCC(Br)C4=O)N1C(=O)OC(C)(C)C, CC(C)=O, ClCCl, [Cs+], [Cs+]. The product is COCC1CC(C(=O)OC2CCc3cc4c(cc3C2=O)OCc2cc(C(=O)COC(=O)C3CCC(C)N3C(=O)OC(C)(C)C)ccc2-4)N(C(=O)OC(C)(C)C)C1. As a reaction SMILES: [C:40]([CH3:41])([CH3:42])([CH3:43])[O:44][C:45](=[O:46])[N:47]1[CH:48]([C:55](=[O:56])[OH:57])[CH2:49][CH:50]([CH2:52][O:53][CH3:54])[CH2:51]1.[C:58](=[O:59])([O-:60])[O-:61].[CH3:1][CH:2]1[CH2:3][CH2:4][CH:5]([C:14](=[O:15])[O:16][CH2:17][C:18](=[O:19])[c:20]2[cH:21][cH:22][c:23]3[c:24]([cH:39]2)[CH2:25][O:26][c:27]2[cH:28][c:29]4[c:30]([cH:31][c:32]2-3)[CH2:33][CH2:34][CH:35]([Br:38])[C:36]4=[O:37])[N:6]1[C:7](=[O:8])[O:9][C:10]([CH3:11])([CH3:12])[CH3:13].[CH3:64][C:65](=[O:66])[CH3:67].[Cl:68][CH2:69][Cl:70].[Cs+:62].[Cs+:63]>>[CH3:1][CH:2]1[CH2:3][CH2:4][CH:5]([C:14](=[O:15])[O:16][CH2:17][C:18](=[O:19])[c:20]2[cH:21][cH:22][c:23]3[c:24]([cH:39]2)[CH2:25][O:26][c:27]2[cH:28][c:29]4[c:30]([cH:31][c:32]2-3)[CH2:33][CH2:34][CH:35]([O:57][C:55]([CH:48]2[N:47]([C:45]([O:44][C:40]([CH3:41])([CH3:42])[CH3:43])=[O:46])[CH2:51][CH:50]([CH2:52][O:53][CH3:54])[CH2:49]2)=[O:56])[C:36]4=[O:37])[N:6]1[C:7](=[O:8])[O:9][C:10]([CH3:11])([CH3:12])[CH3:13].